This data is from the Open Reaction Database (ORD), a public repository of structured organic reaction records. The task is: describe an organic reaction: reactants, conditions, products, and yield Reaction SMILES: Cl[C:2]1[C:3]([CH3:14])=[N:4][C:5]2[C:10]([N:11]=1)=[CH:9][C:8]([O:12][CH3:13])=[CH:7][CH:6]=2.C(O[C:20](=[O:31])[NH:21][CH:22]1[CH2:27][CH2:26][N:25]([CH2:28][CH2:29][OH:30])[CH2:24][CH2:23]1)(C)(C)C.[Cl:32][C:33]1[C:43](C(O)=O)=[CH:42][C:36]2[NH:37][C:38](=[O:41])[CH2:39][S:40][C:35]=2[CH:34]=1>>[CH3:13][O:12][C:8]1[CH:9]=[C:10]2[C:5]([N:4]=[C:3]([CH3:14])[C:2]([O:30][CH2:29][CH2:28][N:25]3[CH2:24][CH2:23][CH:22]([NH:21][C:20]([C:43]4[C:33]([Cl:32])=[CH:34][C:35]5[S:40][CH2:39][C:38](=[O:41])[NH:37][C:36]=5[CH:42]=4)=[O:31])[CH2:27][CH2:26]3)=[N:11]2)=[CH:6][CH:7]=1. Reactants: ClC=1C(=NC2=CC=C(C=C2N1)OC)C (3-chloro-6-methoxy-2-methyl-quinoxaline), C(C)(C)(C)OC(NC1CCN(CC1)CCO)=O ([1-(2-hydroxy-ethyl)-piperidin-4-yl]-carbamic acid tert-butyl ester), ClC1=CC2=C(NC(CS2)=O)C=C1C(=O)O (7-chloro-3-oxo-3,4-dihydro-2H-benzo[1,4]thiazine-6-carboxylic acid). Procedure: The title compound is prepared as a light yellow lyophilizated powder following Scheme 1 and in analogy to Example 1 using 3-chloro-6-methoxy-2-methyl-quinoxaline, [1-(2-hydroxy-ethyl)-piperidin-4-yl]-carbamic acid tert-butyl ester and 7-chloro-3-oxo-3,4-dihydro-2H-benzo[1,4]thiazine-6-carboxylic acid as starting materials. Product: COC1=CC=C2N=C(C(=NC2=C1)OCCN1CCC(CC1)NC(=O)C=1C(=CC2=C(NC(CS2)=O)C1)Cl)C (7-chloro-3-oxo-3,4-dihydro-2H-benzo[1,4]thiazine-6-carboxylic acid {1-[2-(7-methoxy-3-methyl-quinoxalin-2-yloxy)-ethyl]-piperidin-4-yl}-amide).